The task is: describe an organic reaction: reactants, conditions, products, and yield. This data is from the Open Reaction Database (ORD), a public repository of structured organic reaction records. Reactants: ClC1=NC=C(C=C1)[N+](=O)[O-] (2-chloro-5-nitropyridine), N1CCC(CC1)NC(OC(C)(C)C)=O (tert-butyl piperidin-4-ylcarbamate). Product: NC=1C=CC(=NC1)N1CCC(CC1)NC(OC(C)(C)C)=O (tert-butyl 1-(5-aminopyridin-2-yl)piperidin-4-ylcarbamate). Reaction SMILES: Cl[C:2]1[CH:7]=[CH:6][C:5]([N+:8]([O-])=O)=[CH:4][N:3]=1.[NH:11]1[CH2:16][CH2:15][CH:14]([NH:17][C:18](=[O:24])[O:19][C:20]([CH3:23])([CH3:22])[CH3:21])[CH2:13][CH2:12]1>>[NH2:8][C:5]1[CH:6]=[CH:7][C:2]([N:11]2[CH2:12][CH2:13][CH:14]([NH:17][C:18](=[O:24])[O:19][C:20]([CH3:22])([CH3:21])[CH3:23])[CH2:15][CH2:16]2)=[N:3][CH:4]=1. Procedure: Intermediate B-33 was prepared by the general procedure for intermediate B-2, by using 2-chloro-5-nitropyridine and tert-butyl piperidin-4-ylcarbamate as the starting material. LCMS [M+1]+ 293.2. Starting materials: NC=1C=C(C=CC1)N1C=NC2=C1C=CC(=C2)C(=O)NCC=2C=NC=CC2 (1-(3-aminophenyl)-N-(pyridin-3-ylmethyl)-1H-benzimidazole-5-carboxamide), ClC1=CC=C(C=O)C=C1 (4-chlorobenzaldehyde), (polystyrylmethyl)trimethylammonium cyanoborohydride. Run in CO.CC(=O)O (MeOH HOAc). Conditions: time 15 minute. Product: ClC1=CC=C(CNC=2C=C(C=CC2)N2C=NC3=C2C=CC(=C3)C(=O)NCC=3C=NC=CC3)C=C1 (1-{3-[(4-chlorobenzyl)amino]phenyl}-N-pyridin-3-ylmethyl-1H-benzimidazole-5-carboxamide). As a reaction SMILES: [NH2:1][C:2]1[CH:3]=[C:4]([N:8]2[C:12]3[CH:13]=[CH:14][C:15]([C:17]([NH:19][CH2:20][C:21]4[CH:22]=[N:23][CH:24]=[CH:25][CH:26]=4)=[O:18])=[CH:16][C:11]=3[N:10]=[CH:9]2)[CH:5]=[CH:6][CH:7]=1.[Cl:27][C:28]1[CH:35]=[CH:34][C:31]([CH:32]=O)=[CH:30][CH:29]=1>CO.CC(O)=O>[Cl:27][C:28]1[CH:35]=[CH:34][C:31]([CH2:32][NH:1][C:2]2[CH:3]=[C:4]([N:8]3[C:12]4[CH:13]=[CH:14][C:15]([C:17]([NH:19][CH2:20][C:21]5[CH:22]=[N:23][CH:24]=[CH:25][CH:26]=5)=[O:18])=[CH:16][C:11]=4[N:10]=[CH:9]3)[CH:5]=[CH:6][CH:7]=2)=[CH:30][CH:29]=1 |f:2.3|. Procedure: A mixture of 1-(3-aminophenyl)-N-(pyridin-3-ylmethyl)-1H-benzimidazole-5-carboxamide (1.0 eq) and 4-chlorobenzaldehyde (1.0 eq) in MeOH:HOAc (10:1 v/v, 0.017M) was stirred for 15 min at rt prior to the addition of (polystyrylmethyl)trimethylammonium cyanoborohydride (3.5-5.0 mmol/g, 2.5 eq). The reaction mixture was shaken at rt overnight in a capped vial and then filtered through a plug of cotton wool. The resin was washed with MeOH and the combined filtrate and MeOH washings were concentrated ... The reactants are ClC1=NC2=CC=CC(=C2C=C1)[N+](=O)[O-] (2-chloro-5-nitroquinoline), CN (methylamine). Product: CNC1=NC2=CC=CC(=C2C=C1)[N+](=O)[O-] (2-Methylamino-5-nitroquinoline). RXN SMILES: Cl[C:2]1[CH:11]=[CH:10][C:9]2[C:4](=[CH:5][CH:6]=[CH:7][C:8]=2[N+:12]([O-:14])=[O:13])[N:3]=1.[CH3:15][NH2:16]>>[CH3:15][NH:16][C:2]1[CH:11]=[CH:10][C:9]2[C:4](=[CH:5][CH:6]=[CH:7][C:8]=2[N+:12]([O-:14])=[O:13])[N:3]=1. Procedure: 1.0 g (4.8 mmol) of 2-chloro-5-nitroquinoline and 20 ml of 2 M methanolic methylamine solution are heated in a pressure vessel for 8 hours to 120° C. The batch is concentrated by evaporation after the addition of toluene. The residue is purified by column chromatography on silica gel with hexane-ethyl acetate: 580 mg of product. The reactants are CS, CN(C)C=O, CSc1c(C(=O)O)ccc(Cl)c1F, [Li+], [OH-], O, O. The product is CSc1c(Cl)ccc(C(=O)O)c1SC. RXN SMILES: [CH3:4][SH:5].[CH:20]([N:21]([CH3:22])[CH3:23])=[O:24].[Cl:6][c:7]1[c:8]([F:18])[c:9]([S:16][CH3:17])[c:10]([C:11](=[O:12])[OH:13])[cH:14][cH:15]1.[Li+:3].[OH-:2].[OH2:19].[OH2:1]>>[CH3:4][S:5][c:8]1[c:7]([Cl:6])[cH:15][cH:14][c:10]([C:11](=[O:12])[OH:13])[c:9]1[S:16][CH3:17]. Starting materials: C1CNCCN1, CCOC(C)=O, Cc1nc(Cl)c2nc(-c3ccccc3)cc-2[nH]1, [K+], [K+], O=C([O-])[O-], O. The product is Cc1nc(N2CCNCC2)c2nc(-c3ccccc3)cc-2[nH]1. Reaction SMILES: [CH2:18]1[CH2:19][NH:20][CH2:21][CH2:22][NH:23]1.[CH3:31][CH2:32][O:33][C:34]([CH3:35])=[O:36].[Cl:1][c:2]1[c:3]2[n:11][c:10](-[c:12]3[cH:13][cH:14][cH:15][cH:16][cH:17]3)[cH:9][c:4]-2[nH:5][c:6]([CH3:8])[n:7]1.[K+:24].[K+:25].[O-:26][C:27]([O-:28])=[O:29].[OH2:30]>>[c:2]1([N:20]2[CH2:19][CH2:18][NH:23][CH2:22][CH2:21]2)[c:3]2[n:11][c:10](-[c:12]3[cH:13][cH:14][cH:15][cH:16][cH:17]3)[cH:9][c:4]-2[nH:5][c:6]([CH3:8])[n:7]1. Starting materials: NC=1C=C(C(=O)OC)C=C(C1)C(=O)N(CCC)CCC (Methyl 3-amino-5-[(dipropylamino)carbonyl]benzoate), Cl (hydrochloric acid), CuCl2.2H2O, S(=O)=O (sulfur dioxide), N(=O)[O-].[Na+] (Sodium nitrite), ice water. Run in O (water), C(C)(=O)O (acetic acid). Reaction conditions: time 0.5 hour. Product: ClS(=O)(=O)C=1C=C(C(=O)OC)C=C(C1)C(=O)N(CCC)CCC (Methyl 3-(chlorosulfonyl)-5-[(dipropylamino)carbonyl]- benzoate). RXN SMILES: N[C:2]1[CH:3]=[C:4]([CH:9]=[C:10]([C:12]([N:14]([CH2:18][CH2:19][CH3:20])[CH2:15][CH2:16][CH3:17])=[O:13])[CH:11]=1)[C:5]([O:7][CH3:8])=[O:6].[ClH:21].N([O-])=O.[Na+].[S:26](=[O:28])=[O:27]>C(O)(=O)C.O>[Cl:21][S:26]([C:2]1[CH:3]=[C:4]([CH:9]=[C:10]([C:12]([N:14]([CH2:18][CH2:19][CH3:20])[CH2:15][CH2:16][CH3:17])=[O:13])[CH:11]=1)[C:5]([O:7][CH3:8])=[O:6])(=[O:28])=[O:27] |f:2.3|. Procedure: Methyl 3-amino-5-[(dipropylamino)carbonyl]benzoate (XXXI, PREPARATION 10, 1.11 g, 4 mmol) is added to a mixture of water (5 mL) and concentrated hydrochloric acid (1 mL). Sodium nitrite (0.276 g, 4 mmol) is added to the mixture slowly at 0 degrees C. The mixture is then added to an acetic acid solution (5 mL) of CuCl2.2H2O saturated with sulfur dioxide. The mixture is stirred for 0.5 hours and poured into ice water. The mixture is extracted with ethyl acetate. The organic phase is separated and ... Starting materials: C(O)([O-])=O.[Na+] (sodium hydrogen carbonate), C(C1=CC=CC=C1)OCC=O (benzyloxyacetaldehyde), C(C)(=O)O[BH-](OC(C)=O)OC(C)=O.[Na+] (sodium triacetoxyborohydride), NC1=CC=C(CC(C(=O)OC(C)(C)C)CC[C@@H](C(=O)OC(C)(C)C)NC(=O)OC(C)(C)C)C=C1 (Di-tert-butyl (5S)-2-(4-aminobenzyl)-5-[(tert-butoxycarbonyl)amino]hexanedioate). Run in ClCCCl (1,2-dichloroethane). Run at time 4 hour. Product: C(C1=CC=CC=C1)OCCNC1=CC=C(CC(C(=O)OC(C)(C)C)CC[C@@H](C(=O)OC(C)(C)C)NC(=O)OC(C)(C)C)C=C1 (Di-tert-butyl (5S)-2-(4-{[2-(benzvloxy)ethyl]amino}benzyl)-5-[(tert-butoxycarbonyl)amino]hexanedioate). Yield: 99.4%. Reaction SMILES: [NH2:1][C:2]1[CH:34]=[CH:33][C:5]([CH2:6][CH:7]([CH2:15][CH2:16][C@H:17]([NH:25][C:26]([O:28][C:29]([CH3:32])([CH3:31])[CH3:30])=[O:27])[C:18]([O:20][C:21]([CH3:24])([CH3:23])[CH3:22])=[O:19])[C:8]([O:10][C:11]([CH3:14])([CH3:13])[CH3:12])=[O:9])=[CH:4][CH:3]=1.[CH2:35]([O:42][CH2:43][CH:44]=O)[C:36]1[CH:41]=[CH:40][CH:39]=[CH:38][CH:37]=1.C(O[BH-](OC(=O)C)OC(=O)C)(=O)C.[Na+].C(=O)([O-])O.[Na+]>ClCCCl>[CH2:35]([O:42][CH2:43][CH2:44][NH:1][C:2]1[CH:3]=[CH:4][C:5]([CH2:6][CH:7]([CH2:15][CH2:16][C@H:17]([NH:25][C:26]([O:28][C:29]([CH3:32])([CH3:31])[CH3:30])=[O:27])[C:18]([O:20][C:21]([CH3:24])([CH3:23])[CH3:22])=[O:19])[C:8]([O:10][C:11]([CH3:12])([CH3:13])[CH3:14])=[O:9])=[CH:33][CH:34]=1)[C:36]1[CH:41]=[CH:40][CH:39]=[CH:38][CH:37]=1 |f:2.3,4.5|. Reported procedure: Di-tert-butyl (5S)-2-(4-aminobenzyl)-5-[(tert-butoxycarbonyl)amino]hexanedioate (670 mg, 1.40 mmol) was dissolved in 1,2-dichloroethane (10 ml) and benzyloxyacetaldehyde (210 mg, 1.40 mmol) and sodium triacetoxyborohydride (415 mg, 1.96 mmol) were added. The mixture was stirred at room temperature for 4 h and than poured on 10 ml 1N aqueous sodium hydrogen carbonate solution. The aqueous phase was extracted with dichloromethane (2×10 ml) and the organic phases were washed with water (30 ml), dri... Product: CCCCCCN(Cc1ccc(C#Cc2ccc(CCCC)cc2)cc1)c1ccc(O)c(C(=O)O)c1. As a reaction SMILES: [CH2:1]([CH2:2][CH2:3][CH3:4])[c:5]1[cH:6][cH:7][c:8]([C:11]#[C:12][c:13]2[cH:14][cH:15][c:16]([CH2:17][N:18]([c:19]3[cH:20][cH:21][c:22]([OH:29])[c:23]([C:24](=[O:25])[O:26][CH3:27])[cH:28]3)[CH2:30][CH2:31][CH2:32][CH2:33][CH2:34][CH3:35])[cH:36][cH:37]2)[cH:9][cH:10]1.[CH3:41][OH:42].[ClH:40].[Na+:39].[OH-:38].[OH2:43]>>[CH2:1]([CH2:2][CH2:3][CH3:4])[c:5]1[cH:6][cH:7][c:8]([C:11]#[C:12][c:13]2[cH:14][cH:15][c:16]([CH2:17][N:18]([c:19]3[cH:20][cH:21][c:22]([OH:29])[c:23]([C:24](=[O:25])[OH:26])[cH:28]3)[CH2:30][CH2:31][CH2:32][CH2:33][CH2:34][CH3:35])[cH:36][cH:37]2)[cH:9][cH:10]1. Reactants: CCCCCCN(Cc1ccc(C#Cc2ccc(CCCC)cc2)cc1)c1ccc(O)c(C(=O)OC)c1, CO, Cl, [Na+], [OH-], O. Starting materials: ClCCCl, Nc1cc(Cl)cc(C(=O)O)c1Cl, O=S(=O)(CO)CCCl, O=S(=O)(O)O. The product is O=C(O)c1cc(Cl)cc(NCS(=O)(=O)CCCl)c1Cl. As a reaction SMILES: [CH2:26]([Cl:27])[CH2:28][Cl:29].[Cl:1][c:2]1[c:3]([C:4](=[O:5])[OH:6])[cH:7][c:8]([Cl:12])[cH:9][c:10]1[NH2:11].[OH:13][CH2:14][S:15](=[O:16])(=[O:17])[CH2:18][CH2:19][Cl:20].[S:21](=[O:22])(=[O:23])([OH:24])[OH:25]>>[Cl:1][c:2]1[c:3]([C:4](=[O:5])[OH:6])[cH:7][c:8]([Cl:12])[cH:9][c:10]1[NH:11][CH2:14][S:15](=[O:16])(=[O:17])[CH2:18][CH2:19][Cl:20]. The reactants are CC(=O)O, CCOC(=O)c1c(C)ncn(-c2ccc(Cl)cc2)c1=O, Cl. Product: Cc1cc(=O)n(-c2ccc(Cl)cc2)cn1. As a reaction SMILES: [CH3:22][C:23](=[O:24])[OH:25].[Cl:1][c:2]1[cH:3][cH:4][c:5](-[n:8]2[cH:9][n:10][c:11]([CH3:20])[c:12]([C:15]([O:16][CH2:17][CH3:18])=[O:19])[c:13]2=[O:14])[cH:6][cH:7]1.[ClH:21]>>[Cl:1][c:2]1[cH:3][cH:4][c:5](-[n:8]2[cH:9][n:10][c:11]([CH3:20])[cH:12][c:13]2=[O:14])[cH:6][cH:7]1.